Dataset: the Open Reaction Database (ORD), a public repository of structured organic reaction records. Task: describe an organic reaction: reactants, conditions, products, and yield The reactants are ClCCl (dichloromethane), [OH-].[K+] (potassium hydroxide), C(CO)O (ethylene glycol), CC=1C=C2CCN(C2=C(C1)[N+](=O)[O-])C1=C(C#N)C=CC=C1 (2-(5-methyl-7-nitroindolin-1-Yl)benzonitrile). Run in O (water), O (water). Run at temperature 175 celsius. The product is CC=1C=C2CCN(C2=C(C1)[N+](=O)[O-])C1=C(C(=O)O)C=CC=C1 (2-(5-Methyl-7-nitro-1-indolinyl)benzoic acid). The yield is 32.0%. RXN SMILES: [OH-:1].[K+].[CH3:3][C:4]1[CH:5]=[C:6]2[C:10](=[C:11]([N+:13]([O-:15])=[O:14])[CH:12]=1)[N:9]([C:16]1C=[CH:22][CH:21]=[CH:20][C:17]=1C#N)[CH2:8][CH2:7]2.ClCCl.[CH2:27]([OH:30])[CH2:28]O>O>[CH3:3][C:4]1[CH:5]=[C:6]2[C:10](=[C:11]([N+:13]([O-:15])=[O:14])[CH:12]=1)[N:9]([C:16]1[CH:17]=[CH:20][CH:21]=[CH:22][C:28]=1[C:27]([OH:30])=[O:1])[CH2:8][CH2:7]2 |f:0.1|. Procedure: A stirred solution under nitrogen of potassium hydroxide (30 g, 0.53 mole) in ethylene glycol (250 ml) and water (35 ml) was heated to 175° C., at which temperature there was added 2-(5-methyl-7-nitroindolin-1-Yl)benzonitrile (26 g, 0.093 mole). After heating at 175° C. for 3 hours, the reaction mixture was cooled to room temperature and dichloromethane (1 liter) and water (500 ml), were added, with stirring. The aqueous phase was separated and extracted with two 250 ml-portions of dichlorometha...